From a dataset of the Open Reaction Database (ORD), a public repository of structured organic reaction records. describe an organic reaction: reactants, conditions, products, and yield Starting materials: CC(C)(Oc1cccc(C2CCCNC2)c1)C(=O)OCc1ccccc1, ClCCl, CCN=C=NCCCN(C)C, CC(C)c1ccc(CC(=O)O)cc1, Cl. Yields the product CC(C)c1ccc(CC(=O)N2CCCC(c3cccc(OC(C)(C)C(=O)OCc4ccccc4)c3)C2)cc1. RXN SMILES: [CH2:1]([c:2]1[cH:3][cH:4][cH:5][cH:6][cH:7]1)[O:8][C:9]([C:10]([CH3:11])([O:12][c:13]1[cH:14][c:15]([CH:19]2[CH2:20][NH:21][CH2:22][CH2:23][CH2:24]2)[cH:16][cH:17][cH:18]1)[CH3:25])=[O:26].[CH2:52]([Cl:53])[Cl:54].[CH3:41][N:42]([CH3:43])[CH2:44][CH2:45][CH2:46][N:47]=[C:48]=[N:49][CH2:50][CH3:51].[CH:27]([CH3:28])([CH3:29])[c:30]1[cH:31][cH:32][c:33]([CH2:36][C:37](=[O:38])[OH:39])[cH:34][cH:35]1.[ClH:40]>>[CH2:1]([c:2]1[cH:3][cH:4][cH:5][cH:6][cH:7]1)[O:8][C:9]([C:10]([CH3:11])([O:12][c:13]1[cH:14][c:15]([CH:19]2[CH2:20][N:21]([C:37]([CH2:36][c:33]3[cH:32][cH:31][c:30]([CH:27]([CH3:28])[CH3:29])[cH:35][cH:34]3)=[O:38])[CH2:22][CH2:23][CH2:24]2)[cH:16][cH:17][cH:18]1)[CH3:25])=[O:26]. Starting materials: C1CCOC1, COC(=O)c1ccc2c(c1)NC(=O)CO2, [Li+], [OH-], O. Yields the product O=C1COc2ccc(C(=O)O)cc2N1. RXN SMILES: [CH2:18]1[O:19][CH2:20][CH2:21][CH2:22]1.[CH3:1][O:2][C:3](=[O:4])[c:5]1[cH:6][cH:7][c:8]2[c:9]([cH:15]1)[NH:10][C:11](=[O:14])[CH2:12][O:13]2.[Li+:17].[OH-:16].[OH2:23]>>[O:2]=[C:3]([OH:4])[c:5]1[cH:6][cH:7][c:8]2[c:9]([cH:15]1)[NH:10][C:11](=[O:14])[CH2:12][O:13]2. The reactants are Cl.O1CCC(CC1)COC=1C=C(C=CC1)/C=C/CN ((E)-3-(3-((tetrahydro-2H-pyran-4-yl)methoxy)phenyl)prop-2-en-1-amine hydrochloride). Reagents/catalysts: [Pd] (Pd/C). Solvent: CCO (EtOH). Product: O1CCC(CC1)COC=1C=C(C=CC1)CCCN (3-(3-((tetrahydro-2H-pyran-4-yl)methoxy)phenyl)propan-1-amine). Reaction SMILES: Cl.[O:2]1[CH2:7][CH2:6][CH:5]([CH2:8][O:9][C:10]2[CH:11]=[C:12](/[CH:16]=[CH:17]/[CH2:18][NH2:19])[CH:13]=[CH:14][CH:15]=2)[CH2:4][CH2:3]1>CCO.[Pd]>[O:2]1[CH2:7][CH2:6][CH:5]([CH2:8][O:9][C:10]2[CH:11]=[C:12]([CH2:16][CH2:17][CH2:18][NH2:19])[CH:13]=[CH:14][CH:15]=2)[CH2:4][CH2:3]1 |f:0.1|. Reported procedure: Hydrogenation of Example 31 ((E)-3-(3-((tetrahydro-2H-pyran-4-yl)methoxy)phenyl)prop-2-en-1-amine hydrochloride) at 1 atm H2 pressure using Pd/C (10% wt, 0.020 g) catalyst in EtOH (absolute, degassed, 20 mL) for 1.5 hrs gave after filtration through Celite and concentration of the filtrate under reduced pressure Example 32 hydrochloride as a white solid. Yield (0.150 g, 73%); 1H NMR (400 MHz, DMSO-d6) δ 7.98 (br. s, 3H), 7.18 (t, J=7.83 Hz, 1H), 6.72-6.80 (m, 3H), 3.750-3.90 (m, 4H), 3.26-3.36 (... Starting materials: Cc1ncccc1-c1cccc(C(=O)CC(=O)Nc2cc(C(F)(F)F)ccc2NC(=O)OC(C)(C)C)c1, ClCCl, O=C(O)C(F)(F)F. The product is Cc1ncccc1-c1cccc(C2=Nc3ccc(C(F)(F)F)cc3NC(=O)C2)c1. As a reaction SMILES: [C:1]([O:2][C:3](=[O:4])[NH:7][c:8]1[c:9]([NH:18][C:19]([CH2:20][C:21](=[O:5])[c:23]2[cH:24][c:25](-[c:29]3[c:30]([CH3:35])[n:31][cH:32][cH:33][cH:34]3)[cH:26][cH:27][cH:28]2)=[O:36])[cH:10][c:11]([C:14]([F:15])([F:16])[F:17])[cH:12][cH:13]1)([CH3:6])([CH3:22])[CH3:37].[Cl:45][CH2:46][Cl:47].[F:38][C:39]([F:40])([F:41])[C:42]([OH:43])=[O:44]>>[N:7]1=[C:21]([c:23]2[cH:24][c:25](-[c:29]3[c:30]([CH3:35])[n:31][cH:32][cH:33][cH:34]3)[cH:26][cH:27][cH:28]2)[CH2:20][C:19](=[O:36])[NH:18][c:9]2[c:8]1[cH:13][cH:12][c:11]([C:14]([F:15])([F:16])[F:17])[cH:10]2. The reactants are ClC1=C2C=C(NC2=CC(=C1)Cl)C(=O)OCC (ethyl 4,6-dichloro-1H-indole-2-carboxylate), C(#N)[Zn]C#N (dicyanozinc), CN(C)C=O (DMF), CC(C)C1=CC(=C(C(=C1)C(C)C)C2=C(C=CC=C2)P(C3CCCCC3)C4CCCCC4)C(C)C (Xphos). Reagents/catalysts: C=1C=CC(=CC1)/C=C/C(=O)/C=C/C2=CC=CC=C2.C=1C=CC(=CC1)/C=C/C(=O)/C=C/C2=CC=CC=C2.C=1C=CC(=CC1)/C=C/C(=O)/C=C/C2=CC=CC=C2.[Pd].[Pd] (Pd2(dba)3). Run in O (water), N (ammonia). Reaction conditions: temperature 160 celsius, time 14 hour. Product: C(#N)C1=C2C=C(NC2=CC(=C1)C#N)C(=O)OCC (ethyl 4,6-dicyano-1H-indole-2-carboxylate). The yield is 32.0%. Reaction SMILES: Cl[C:2]1[CH:10]=[C:9](Cl)[CH:8]=[C:7]2[C:3]=1[CH:4]=[C:5]([C:12]([O:14][CH2:15][CH3:16])=[O:13])[NH:6]2.[C:17]([Zn]C#N)#[N:18].CC(C1C=C(C(C)C)C(C2C=CC=CC=2P(C2CCCCC2)C2CCCCC2)=C(C(C)C)C=1)C.[CH3:56][N:57](C=O)C>O.N.C1C=CC(/C=C/C(/C=C/C2C=CC=CC=2)=O)=CC=1.C1C=CC(/C=C/C(/C=C/C2C=CC=CC=2)=O)=CC=1.C1C=CC(/C=C/C(/C=C/C2C=CC=CC=2)=O)=CC=1.[Pd].[Pd]>[C:17]([C:2]1[CH:10]=[C:9]([C:56]#[N:57])[CH:8]=[C:7]2[C:3]=1[CH:4]=[C:5]([C:12]([O:14][CH2:15][CH3:16])=[O:13])[NH:6]2)#[N:18] |f:6.7.8.9.10|. Reported procedure: To an argon purged solution of ethyl 4,6-dichloro-1H-indole-2-carboxylate (I-1c: 1 g, 3.89 mmol) in DMF (8 mL) were added dicyanozinc (1.37 g, 11.67 mmol), Pd2(dba)3 (356 mg, 0.389 mmol) followed by Xphos (166 mg. 0.389 mmol), the mixture was then stirred in microwave at 160° C. for 14 h. The resultant reaction mixture was allowed to cool to room temperature, diluted with water (10 mL) and ammonia solution (2 mL; Specific Gravity 0.91). The aqueous layer was extracted with ethyl acetate (3×50 mL... Reactants: ClC1=NN=C(C2=C1C=C1C=CC=CN21)C (1-chloro-4-methylpyridazino[4,5-b]indolizine), NCCCN1C(CCC1)=O (1-(3-aminopropyl)pyrrolidinone), [Cl-].[NH4+] (ammonium chloride), CO (methanol). The solvent is C(C)(=O)OCC (ethyl acetate). Product: CC1=NN=C(C2=C1C=C1C=CC=CN21)NCCCN2C(CCC2)=O (3-[(1-Methylpyridazino[4,5-b]indolizin-4-yl)amino]-propyl-2-pyrrolidinone). RXN SMILES: Cl[C:2]1[C:7]2[CH:8]=[C:9]3[N:14]([C:6]=2[C:5](C)=[N:4][N:3]=1)[CH:13]=[CH:12][CH:11]=[CH:10]3.[NH2:16][CH2:17][CH2:18][CH2:19][N:20]1[CH2:24][CH2:23][CH2:22][C:21]1=[O:25].[Cl-].[NH4+].[CH3:28]O>C(OCC)(=O)C>[CH3:28][C:2]1[C:7]2[CH:8]=[C:9]3[N:14]([C:6]=2[C:5]([NH:16][CH2:17][CH2:18][CH2:19][N:20]2[CH2:24][CH2:23][CH2:22][C:21]2=[O:25])=[N:4][N:3]=1)[CH:13]=[CH:12][CH:11]=[CH:10]3 |f:2.3|. Procedure: Following the procedure of Example 1, reaction of one equivalent of 1-chloro-4-methylpyridazino[4,5-b]indolizine, five equivalents of 1-(3-aminopropyl)pyrrolidinone, and one quivalent of ammonium chloride at reflux under nitrogen for 3 hours gave the title compound as the free base after flash column chromatography (silica gel, methanol:ethyl acetate). This was converted to the hydrochloride salt, mp 257°-258° C.